This data is from the Open Reaction Database (ORD), a public repository of structured organic reaction records. The task is: describe an organic reaction: reactants, conditions, products, and yield Procedure details: To a mixture of the hydroxyester compound which is 14-hydroxy-2-(1-methylethyl)-5,9,13-trimethyl-2,4,8,12-tetradecatetraenoic acid ethyl ester (71.0 mg, 0.20 mmol), S-collidine (26.7 mg, 0.22 mmol), lithium chloride (8.5 mg, 0.20 mmol) and dimethylformamide (1 ml) is added methanesulfonyl chloride (25.2 mg, 0.22 mmol) under nitrogen atmosphere while stirring on an ice-bath. The stirring is continued at the same temperature for 5 hours. After confirming disappearance of the starting compound, to ... Yield: 88.0%. Product: C(C)OC(C(=CC=C(CCC=C(CCC=C(CCl)C)C)C)C(C)C)=O (14-chloro-2-(1-methylethyl)-5,9,13-trimethyl-2,4,8,12-tetradecatetraenoic acid ethyl ester). Reactants: hydroxyester, [Cl-].[Li+] (lithium chloride), CS(=O)(=O)Cl (methanesulfonyl chloride), C(C)OC(C(=CC=C(CCC=C(CCC=C(CO)C)C)C)C(C)C)=O (14-hydroxy-2-(1-methylethyl)-5,9,13-trimethyl-2,4,8,12-tetradecatetraenoic acid ethyl ester), CC1=CC(=NC(=C1)C)C (S-collidine). Reaction conditions: time 5 hour. As a reaction SMILES: [CH2:1]([O:3][C:4](=[O:25])[C:5]([CH:22]([CH3:24])[CH3:23])=[CH:6][CH:7]=[C:8]([CH3:21])[CH2:9][CH2:10][CH:11]=[C:12]([CH3:20])[CH2:13][CH2:14][CH:15]=[C:16]([CH3:19])[CH2:17]O)[CH3:2].CC1C=C(C)N=C(C)C=1.[Cl-].[Li+].CS([Cl:41])(=O)=O>C(OCC)C.O.CN(C)C=O>[CH2:1]([O:3][C:4](=[O:25])[C:5]([CH:22]([CH3:24])[CH3:23])=[CH:6][CH:7]=[C:8]([CH3:21])[CH2:9][CH2:10][CH:11]=[C:12]([CH3:20])[CH2:13][CH2:14][CH:15]=[C:16]([CH3:19])[CH2:17][Cl:41])[CH3:2] |f:2.3|. The solvent is C(C)OCC (ethyl ether), O (water), CN(C=O)C (dimethylformamide). Reactants: ClC=1C=CC(=C(C1)C1=CC(N(C=C1F)C(C(=O)OC(C)(C)C)C)=O)C#N (tert-butyl 2-[4-(5-chloro-2-cyanophenyl)-5-fluoro-2-oxopyridin-1(2H)-yl]propanoate), C(=O)(C(F)(F)F)O (TFA). The product is ClC=1C=CC(=C(C1)C1=CC(N(C=C1F)C(C(=O)O)C)=O)C#N (2-[4-(5-Chloro-2-cyanophenyl)-5-fluoro-2-oxopyridin-1(2H)-yl]propanoic acid). As a reaction SMILES: [Cl:1][C:2]1[CH:3]=[CH:4][C:5]([C:25]#[N:26])=[C:6]([C:8]2[C:13]([F:14])=[CH:12][N:11]([CH:15]([CH3:23])[C:16]([O:18]C(C)(C)C)=[O:17])[C:10](=[O:24])[CH:9]=2)[CH:7]=1.C(O)(C(F)(F)F)=O>>[Cl:1][C:2]1[CH:3]=[CH:4][C:5]([C:25]#[N:26])=[C:6]([C:8]2[C:13]([F:14])=[CH:12][N:11]([CH:15]([CH3:23])[C:16]([OH:18])=[O:17])[C:10](=[O:24])[CH:9]=2)[CH:7]=1. Procedure: 46 mg (0.12 mmol) of tert-butyl 2-[4-(5-chloro-2-cyanophenyl)-5-fluoro-2-oxopyridin-1(2H)-yl]propanoate (racemate) were hydrolysed with TFA according to General Method 6A. Yield: 54 mg (purity 90%, quant.) The reactants are N12CC(C(CC1)CC2)N (quinuclidin-3-amine), C1=CN(C=N1)C(=O)N2C=CN=C2 (CDI), C1=C(C=CC2=CC=CC=C12)C(C)(C)N (2-(naphthalen-2-yl)propan-2-amine). The product is C1=C(C=CC2=CC=CC=C12)C(C)(C)NC(=O)NC1CN2CCC1CC2 (1-(2-(naphthalen-2-yl)propan-2-yl)-3-(quinuclidin-3-yl)urea). Isolated yield 48.4%. Reaction SMILES: [N:1]12[CH2:8][CH2:7][CH:4]([CH2:5][CH2:6]1)[CH:3]([NH2:9])[CH2:2]2.C1N=CN([C:15](N2C=NC=C2)=[O:16])C=1.[CH:22]1[C:31]2[C:26](=[CH:27][CH:28]=[CH:29][CH:30]=2)[CH:25]=[CH:24][C:23]=1[C:32]([NH2:35])([CH3:34])[CH3:33]>>[CH:22]1[C:31]2[C:26](=[CH:27][CH:28]=[CH:29][CH:30]=2)[CH:25]=[CH:24][C:23]=1[C:32]([NH:35][C:15]([NH:9][CH:3]1[CH:4]2[CH2:7][CH2:8][N:1]([CH2:6][CH2:5]2)[CH2:2]1)=[O:16])([CH3:33])[CH3:34]. Reported procedure: Using general procedure C, quinuclidin-3-amine (102 mg, 0.808 mmol), CDI (131 mg, 0.808 mmol) and 2-(naphthalen-2-yl)propan-2-amine (150 mg, 0.819 mmol) gave 1-(2-(naphthalen-2-yl)propan-2-yl)-3-(quinuclidin-3-yl)urea (132 mg, 49%) as a white solid. 1H NMR (400 MHz, CDCl3) δ 7.94-7.78 (m, 4H), 7.69 (dd, J=2.0, 8.7 Hz, 1H), 7.53-7.46 (m, 2H), 4.84 (s, 1H), 4.23 (d, J=8.0 Hz, 1H), 3.68-3.54 (m, 1H), 3.07 (ddd, J=2.3, 9.3, 14.1 Hz, 1H), 2.61-2.51 (m, 2H), 2.42-2.32 (m, 1H), 1.95-1.83 (m, 2H), 1.75 ... Reactants: C1(=CC=CC=C1)C1CCC(CC1)=O (4-phenylcyclohexanone), C(C(C)(C)C)N (neopentylamine). Product: C(C(C)(C)C)N[C@@H]1CC[C@H](CC1)C1=CC=CC=C1 (trans-N-neopentyl-4-phenylcyclohexylamine). RXN SMILES: [C:1]1([CH:7]2[CH2:12][CH2:11][C:10](=O)[CH2:9][CH2:8]2)[CH:6]=[CH:5][CH:4]=[CH:3][CH:2]=1.[CH2:14]([NH2:19])[C:15]([CH3:18])([CH3:17])[CH3:16]>>[CH2:14]([NH:19][C@H:10]1[CH2:11][CH2:12][C@H:7]([C:1]2[CH:6]=[CH:5][CH:4]=[CH:3][CH:2]=2)[CH2:8][CH2:9]1)[C:15]([CH3:18])([CH3:17])[CH3:16]. Procedure details: from 4-phenylcyclohexanone and neopentylamine. Colourless oil.